Dataset: the Open Reaction Database (ORD), a public repository of structured organic reaction records. Task: describe an organic reaction: reactants, conditions, products, and yield The reactants are CC(C)(C)OC(=O)N1CCN(c2nc(F)c(F)cc2F)CC1, C1=CCC([Ti+2]C2=CC=CC2)=C1, COCCO[AlH2-]OCCOC, Cc1ccccc1, [Cl-], [Cl-], [Na+]. Product: CC(C)(C)OC(=O)N1CCN(c2ncc(F)cc2F)CC1. RXN SMILES: [C:1]([CH3:2])([CH3:3])([CH3:4])[O:5][C:6](=[O:7])[N:8]1[CH2:9][CH2:10][N:11]([c:14]2[n:15][c:16]([F:22])[c:17]([F:21])[cH:18][c:19]2[F:20])[CH2:12][CH2:13]1.[C:44]1([Ti+2:45][C:46]2=[CH:50][CH:49]=[CH:48][CH2:47]2)=[CH:54][CH:53]=[CH:52][CH2:51]1.[CH3:24][O:25][CH2:26][CH2:27][O:28][AlH2-:29][O:30][CH2:31][CH2:32][O:33][CH3:34].[CH3:35][c:36]1[cH:37][cH:38][cH:39][cH:40][cH:41]1.[Cl-:42].[Cl-:43].[Na+:23]>>[C:1]([CH3:2])([CH3:3])([CH3:4])[O:5][C:6](=[O:7])[N:8]1[CH2:9][CH2:10][N:11]([c:14]2[n:15][cH:16][c:17]([F:21])[cH:18][c:19]2[F:20])[CH2:12][CH2:13]1. Reactants: CCCNCCC, CC(C)c1ccccc1, CNC(=O)NC. Yields the product CCCN(CCC)C(=O)NC. RXN SMILES: [CH2:7]([CH2:8][CH3:9])[NH:10][CH2:11][CH2:12][CH3:13].[CH3:14][CH:15]([c:16]1[cH:17][cH:18][cH:19][cH:20][cH:21]1)[CH3:22].[CH3:1][NH:2][C:3](=[O:4])[NH:5][CH3:6]>>[CH3:1][NH:2][C:3](=[O:4])[N:10]([CH2:7][CH2:8][CH3:9])[CH2:11][CH2:12][CH3:13].